Dataset: the Open Reaction Database (ORD), a public repository of structured organic reaction records. Task: describe an organic reaction: reactants, conditions, products, and yield Starting materials: CCOC(C)=O, Cc1ccccc1, C1=C2CCCCNN2CCC1, CCOC(=O)C1=C(C)NC(C)=C(C(=O)OCC)C1c1ncccc1O. Yields the product CCOC(=O)C1=C(C)NC(C)=C2C(=O)Oc3cccnc3C12. RXN SMILES: [CH3:37][CH2:38][O:39][C:40](=[O:41])[CH3:42].[CH3:43][c:44]1[cH:45][cH:46][cH:47][cH:48][cH:49]1.[N:26]12[CH2:27][CH2:28][CH2:29][CH:30]=[C:31]1[CH2:32][CH2:33][CH2:34][CH2:35][NH:36]2.[OH:1][c:2]1[c:3]([CH:8]2[C:9]([C:21]([O:23][CH2:22][CH3:24])=[O:25])=[C:10]([CH3:20])[NH:11][C:12]([CH3:19])=[C:13]2[C:14](=[O:15])[O:16][CH2:17][CH3:18])[n:4][cH:5][cH:6][cH:7]1>>[O:1]1[c:2]2[c:3]([n:4][cH:5][cH:6][cH:7]2)[CH:8]2[C:9](=[C:10]([CH3:20])[NH:11][C:12]([CH3:19])=[C:13]2[C:14](=[O:15])[O:16][CH2:17][CH3:18])[C:21]1=[O:23]. Reactants: O[C@H]1C[C@@H](CC2=CC=C3[C@@H]4CC[C@H]([C@@H](CCC(C(C)C)=O)C)[C@]4(CC[C@@H]3[C@@]12C)C)O (1α,3β-dihydroxy-24-oxo cholesta-5,7-dien), CC(C)([O-])C.[K+] (potassium-t-butoxide). The solvent is C(C)(C)(C)O (t-butyl alcohol), COCCOC (ethyleneglycol dimethyl ether). Conditions: temperature 40 celsius. Yields the product O[C@H]1C[C@@H](CC2=CC=C3[C@@H]4CC[C@H]([C@@H](CCC(C(C)(C)O)=O)C)[C@]4(CC[C@@H]3[C@@]12C)C)O (1α,3β,25-trihydroxy-24-oxo cholesta-5,7-dien). RXN SMILES: [OH:1][C@@H:2]1[C@@:27]2([CH3:28])[C:6](=[CH:7][CH:8]=[C:9]3[C@@H:26]2[CH2:25][CH2:24][C@@:23]2([CH3:29])[C@H:10]3[CH2:11][CH2:12][C@@H:13]2[C@H:14]([CH3:22])[CH2:15][CH2:16][C:17](=[O:21])[CH:18]([CH3:20])[CH3:19])[CH2:5][C@@H:4]([OH:30])[CH2:3]1.CC(C)([O-:34])C.[K+]>C(O)(C)(C)C.COCCOC>[OH:1][C@@H:2]1[C@@:27]2([CH3:28])[C:6](=[CH:7][CH:8]=[C:9]3[C@@H:26]2[CH2:25][CH2:24][C@@:23]2([CH3:29])[C@H:10]3[CH2:11][CH2:12][C@@H:13]2[C@H:14]([CH3:22])[CH2:15][CH2:16][C:17](=[O:21])[C:18]([OH:34])([CH3:20])[CH3:19])[CH2:5][C@@H:4]([OH:30])[CH2:3]1 |f:1.2|. Procedure: 248 mg (0.6 m mol) of 1α,3β-dihydroxy-24-oxo cholesta-5,7-dien and 101 mg (0.9 m mol) of potassium-t-butoxide was dissolved in a mixture of t-butyl alcohol and ethyleneglycol dimethyl ether (1:1 V/V) warming at 40° C., and while cooling the solution with icewater to about 0° C. and stirring violently. Reactants: N(=NC(=O)OC(C)C)C(=O)OC(C)C (diisopropyl azodicarboxylate), OC=1C=C2C[C@H](CC2=CC1)NS(=O)(=O)C(C)C (N-[(2S)-5-hydroxy-2,3-dihydro-1H-inden-2-yl]-2-propanesulfonamide), N1=C(C=CC=C1)CO (2-pyridinylmethanol), C1(=CC=CC=C1)P(C1=CC=CC=C1)C1=CC=CC=C1 (triphenylphosphine). The solvent is ClCCl (dichloromethane). Conditions: time 16 hour. The product is N1=C(C=CC=C1)COC=1C=C2C[C@H](CC2=CC1)NS(=O)(=O)C(C)C (N-{(2S)-5-[(2-pyridinylmethyl)oxy]-2,3-dihydro-1H-inden-2-yl}-2-propanesulfonamide). Yield: 51.8%. As a reaction SMILES: [OH:1][C:2]1[CH:3]=[C:4]2[C:8](=[CH:9][CH:10]=1)[CH2:7][C@H:6]([NH:11][S:12]([CH:15]([CH3:17])[CH3:16])(=[O:14])=[O:13])[CH2:5]2.[N:18]1[CH:23]=[CH:22][CH:21]=[CH:20][C:19]=1[CH2:24]O.C1(P(C2C=CC=CC=2)C2C=CC=CC=2)C=CC=CC=1.N(C(OC(C)C)=O)=NC(OC(C)C)=O>ClCCl>[N:18]1[CH:23]=[CH:22][CH:21]=[CH:20][C:19]=1[CH2:24][O:1][C:2]1[CH:3]=[C:4]2[C:8](=[CH:9][CH:10]=1)[CH2:7][C@H:6]([NH:11][S:12]([CH:15]([CH3:17])[CH3:16])(=[O:14])=[O:13])[CH2:5]2. Reported procedure: A solution of N-[(2S)-5-hydroxy-2,3-dihydro-1H-inden-2-yl]-2-propanesulfonamide (100 mg, 0.39 mmol, Description 3) and 2-pyridinylmethanol (43 mg, 0.39 mmol) in dichloromethane (3 ml), was treated with triphenylphosphine (103 mg, 0.39 mmol) and then diisopropyl azodicarboxylate (77 ul, 0.39 mmol). The resulting solution was stirred at room temperature, under an atmosphere of argon, for 16 hours. The solution was then partitioned between water and dichloromethane and the organic solution was drie... The reactants are COC([C@@H](NC([C@H](NC([C@@H](NC(=O)OC(C)(C)C)CC1=CC=C(C=C1)OCC1=CC=CC=C1)=O)C)=O)CC(C)C)=O (Nα-t-butoxycarbonyl-O-benzyl-L-tyrosyl-D-alanyl-L-leucine methyl ester), FC(C(=O)O)(F)F (trifluoroacetic acid). The solvent is ClCCl (dichloromethane). Product: FC(C(=O)O)(F)F.COC([C@@H](NC([C@H](NC([C@@H](N)CC1=CC=C(C=C1)OCC1=CC=CC=C1)=O)C)=O)CC(C)C)=O (O-Benzyl-L-tyrosyl-D-alanyl-L-leucine methyl ester trifluoroacetic acid salt). Reaction SMILES: [CH3:1][O:2][C:3](=[O:41])[C@H:4]([CH2:37][CH:38]([CH3:40])[CH3:39])[NH:5][C:6](=[O:36])[C@@H:7]([CH3:35])[NH:8][C:9](=[O:34])[C@H:10]([CH2:19][C:20]1[CH:25]=[CH:24][C:23]([O:26][CH2:27][C:28]2[CH:33]=[CH:32][CH:31]=[CH:30][CH:29]=2)=[CH:22][CH:21]=1)[NH:11]C(OC(C)(C)C)=O.[F:42][C:43]([F:48])([F:47])[C:44]([OH:46])=[O:45]>ClCCl>[F:42][C:43]([F:48])([F:47])[C:44]([OH:46])=[O:45].[CH3:1][O:2][C:3](=[O:41])[C@H:4]([CH2:37][CH:38]([CH3:40])[CH3:39])[NH:5][C:6](=[O:36])[C@@H:7]([CH3:35])[NH:8][C:9](=[O:34])[C@H:10]([CH2:19][C:20]1[CH:25]=[CH:24][C:23]([O:26][CH2:27][C:28]2[CH:33]=[CH:32][CH:31]=[CH:30][CH:29]=2)=[CH:22][CH:21]=1)[NH2:11] |f:3.4|. Reported procedure: Nα-t-butoxycarbonyl-O-benzyl-L-tyrosyl-D-alanyl-L-leucine methyl ester, 5.7 g., 10 mmol, in 20 ml. of dichloromethane and 50 ml. of trifluoroacetic acid are reacted together for 10 minutes at 25° C. The solution is evaporated and the residual oil used directly. Reactants: C=1C=CC2=C(C1)N=NN2O (HOBT), CCN=C=NCCCN(C)C (EDCI), CNCC=1OC2=C(C1C)C=CC=C2 (N-methyl-1-(3-methylbenzofuran-2-yl)methanamine), CCN(C(C)C)C(C)C (DIPEA), O=C1CCC=2C=C(C=NC2N1)/C=C/C(=O)O ((E)-3-(7-oxo-5,6,7,8-tetrahydro-1,8-naphthyridin-3-yl)acrylic acid), suspension. Solvent: O (water), O (H2O), CN(C)C=O (DMF). Conditions: temperature 40 celsius, time 45 minute. Yields the product CN(C(\C=C\C=1C=NC=2NC(CCC2C1)=O)=O)CC=1OC2=C(C1C)C=CC=C2 ((E)-N-methyl-N-((3-methylbenzofuran-2-yl)methyl)-3-(7-oxo-5,6,7,8-tetrahydro-1,8-naphthyridin-3-yl)acrylamide). Isolated yield 89.3%. As a reaction SMILES: [O:1]=[C:2]1[NH:11][C:10]2[N:9]=[CH:8][C:7](/[CH:12]=[CH:13]/[C:14]([OH:16])=O)=[CH:6][C:5]=2[CH2:4][CH2:3]1.C1C=CC2N(O)N=NC=2C=1.CCN=C=NCCCN(C)C.[CH3:38][NH:39][CH2:40][C:41]1[O:42][C:43]2[CH:50]=[CH:49][CH:48]=[CH:47][C:44]=2[C:45]=1[CH3:46].CCN(C(C)C)C(C)C>O.CN(C=O)C>[CH3:38][N:39]([CH2:40][C:41]1[O:42][C:43]2[CH:50]=[CH:49][CH:48]=[CH:47][C:44]=2[C:45]=1[CH3:46])[C:14](=[O:16])/[CH:13]=[CH:12]/[C:7]1[CH:8]=[N:9][C:10]2[NH:11][C:2](=[O:1])[CH2:3][CH2:4][C:5]=2[CH:6]=1. Procedure details: A 22-L three-necked round-bottomed flask with a mechanical stirrer, a thermocouple, a reflux condenser and a nitrogen inlet was flushed with N2. The flask was charged with DMF (7.5 L, 5 v) and (E)-3-(7-oxo-5,6,7,8-tetrahydro-1,8-naphthyridin-3-yl)acrylic acid (1.49 kg, 4.98 mol, 1.0 eq.). To the yellow suspension, HOBT (0.74 kg, 5.48 mol, 1.1 eq.), EDCI (1.15 kg, 5.98 mol, 1.2 eq) and N-methyl-1-(3-methylbenzofuran-2-yl)methanamine (0.96 kg, 5.48 mol, 1.1 eq) were added. During the addition an e... Starting materials: CCO, Clc1nc(Cl)c2[nH]cnc2n1, Nc1ccccc1. Yields the product Clc1nc(Nc2ccccc2)c2[nH]cnc2n1. Reaction SMILES: [CH3:19][CH2:20][OH:21].[Cl:1][c:2]1[n:3][c:4]([Cl:11])[c:5]2[nH:6][cH:7][n:8][c:9]2[n:10]1.[NH2:12][c:13]1[cH:14][cH:15][cH:16][cH:17][cH:18]1>>[Cl:1][c:2]1[n:3][c:4]([NH:12][c:13]2[cH:14][cH:15][cH:16][cH:17][cH:18]2)[c:5]2[nH:6][cH:7][n:8][c:9]2[n:10]1. Reactants: NC=1C=CC2=C(OCC3=C(C2=O)C=CC(=C3)[N+](=O)[O-])C1 (3-Amino-8-nitro-6H-dibenzo[b,e]oxepin-11-one), CC(C)(C)[O-].[K+] (KOt-Bu), BrC1=C(C=CC=C1)[N+](=O)[O-] (1-bromo-2-nitrobenzene), C1(CCCCC1)P(C1=C(C=CC=C1)C1=C(C=C(C=C1C(C)C)C(C)C)C(C)C)C1CCCCC1 (2-(dicyclohexylphosphino)-2′,4′,6′-triisopropylbiphenyl). The reagents and catalysts are CC(=O)[O-].CC(=O)[O-].[Pd+2] (Pd(OAc)2). Solvent: C1(=CC=CC=C1)C (toluene), CC(C)(C)O (t-BuOH). Reaction conditions: temperature 100 celsius. The product is [N+](=O)([O-])C1=C(C=CC=C1)NC=1C=CC2=C(OCC3=C(C2=O)C=CC(=C3)[N+](=O)[O-])C1 (3-(2-Nitrophenylamino)-8-nitro-6H-dibenzo[b,e]oxepin-11-one). Reaction SMILES: [NH2:1][C:2]1[CH:3]=[CH:4][C:5]2[C:11](=[O:12])[C:10]3[CH:13]=[CH:14][C:15]([N+:17]([O-:19])=[O:18])=[CH:16][C:9]=3[CH2:8][O:7][C:6]=2[CH:20]=1.Br[C:22]1[CH:27]=[CH:26][CH:25]=[CH:24][C:23]=1[N+:28]([O-:30])=[O:29].C1(P(C2CCCCC2)C2C=CC=CC=2C2C(C(C)C)=CC(C(C)C)=CC=2C(C)C)CCCCC1.CC([O-])(C)C.[K+]>C1(C)C=CC=CC=1.CC([O-])=O.CC([O-])=O.[Pd+2].CC(O)(C)C>[N+:28]([C:23]1[CH:24]=[CH:25][CH:26]=[CH:27][C:22]=1[NH:1][C:2]1[CH:3]=[CH:4][C:5]2[C:11](=[O:12])[C:10]3[CH:13]=[CH:14][C:15]([N+:17]([O-:19])=[O:18])=[CH:16][C:9]=3[CH2:8][O:7][C:6]=2[CH:20]=1)([O-:30])=[O:29] |f:3.4,6.7.8|. Procedure: In accordance with general method Z, 1.00 g (3.70 mmol) of (6), 0.80 g (3.96 mmol) of 1-bromo-2-nitrobenzene, 2 spatula tips of Pd(OAc)2, 0.10 g of 2-(dicyclohexylphosphino)-2′,4′,6′-triisopropylbiphenyl (phosphine ligand), 0.70 g of KOt-Bu, 2.0 ml of t-BuOH are weighed out and dissolved in 10 ml of toluene (anhydrous). The mixture is refluxed at 100° C. under an argon atmosphere for 4 h. The crude product is purified by chromatography over silica gel with MC/EtOH (98/2). Yield 0.35 g (24.2%); m... Starting materials: CC(C)([O-])C.[K+] (potassium tert-butoxide), COC(=O)C=1N(C2=CC=C(C=C2C1O)OC)C1=CC=CC=C1 (3-hydroxy-5-methoxy-1-phenyl-1H-indole-2-carboxylic acid methyl ester), BrC(C)C (2-bromopropane). Solvent: CS(=O)C (dimethyl sulfoxide), CS(=O)C (dimethyl sulfoxide). Reaction conditions: time 45 minute. Yields the product crude residue, COC(=O)C=1N(C2=CC=C(C=C2C1OC(C)C)OC)C1=CC=CC=C1 (5-methoxy-3-(1-methylethoxy)-1-phenyl-1H-indole-2-carboxylic acid methyl ester). As a reaction SMILES: [CH3:1][C:2](C)([O-])[CH3:3].[K+].[CH3:7][O:8][C:9]([C:11]1[N:12]([C:23]2[CH:28]=[CH:27][CH:26]=[CH:25][CH:24]=2)[C:13]2[C:18]([C:19]=1[OH:20])=[CH:17][C:16]([O:21][CH3:22])=[CH:15][CH:14]=2)=[O:10].BrC(C)C>CS(C)=O>[CH3:7][O:8][C:9]([C:11]1[N:12]([C:23]2[CH:28]=[CH:27][CH:26]=[CH:25][CH:24]=2)[C:13]2[C:18]([C:19]=1[O:20][CH:2]([CH3:3])[CH3:1])=[CH:17][C:16]([O:21][CH3:22])=[CH:15][CH:14]=2)=[O:10] |f:0.1|. Procedure details: A stirred mixture of 24.8 g (0.22 mole) of potassium tert-butoxide in 100 ml of dimethyl sulfoxide (under a nitrogen atmosphere) was placed in a cold water bath. A solution of 44.6 g (0.15 mole) of 3-hydroxy-5-methoxy-1-phenyl-1H-indole-2-carboxylic acid methyl ester [P. C. Unangst and M. E. Carethers, J. Heterocyclic Chem., 21, 709 (1984)] in 100 ml of dimethyl sulfoxide was added over 30 minutes. The new mixture was stirred for an additional 45 minutes, and 25.0 ml (32.8 g, 0.27 mole) of 2-bro... Reactants: FC(F)(F)c1ccccc1CBr, CN(C)C=O, [K+], [K+], O=C([O-])[O-], COC(=O)c1sc(-n2cnc3nc(OC)ccc32)cc1O, COC(=O)c1sc(-n2cnc3ccc(OC)nc32)cc1O. Yields the product COC(=O)c1sc(-n2cnc3ccc(OC)nc32)cc1OCc1ccccc1C(F)(F)F. RXN SMILES: [Br:49][CH2:50][c:51]1[c:52]([C:57]([F:58])([F:59])[F:60])[cH:53][cH:54][cH:55][cH:56]1.[CH3:61][N:62]([CH3:63])[CH:64]=[O:65].[K+:43].[K+:44].[O-:45][C:46]([O-:47])=[O:48].[OH:1][c:2]1[cH:3][c:4](-[n:5]2[c:6]3[c:7]([n:8][c:9]([O:10][CH3:11])[cH:12][cH:13]3)[n:14][cH:15]2)[s:16][c:17]1[C:18]([O:19][CH3:20])=[O:21].[OH:22][c:23]1[c:24]([C:39](=[O:40])[O:41][CH3:42])[s:25][c:26](-[n:28]2[cH:29][n:30][c:31]3[c:32]2[n:33][c:34]([O:37][CH3:38])[cH:35][cH:36]3)[cH:27]1>>[O:22]([c:23]1[c:24]([C:39](=[O:40])[O:41][CH3:42])[s:25][c:26](-[n:28]2[cH:29][n:30][c:31]3[c:32]2[n:33][c:34]([O:37][CH3:38])[cH:35][cH:36]3)[cH:27]1)[CH2:50][c:51]1[c:52]([C:57]([F:58])([F:59])[F:60])[cH:53][cH:54][cH:55][cH:56]1. Starting materials: COC1=CC=C(C=N1)COC1=C2C=C(NC2=CC=C1)C(=O)O (4-(6-Methoxy-pyridin-3-ylmethoxy)-1H-indole-2-carboxylic acid), NC1CCC(CC1)(O)CCN1C[C@@H]([C@H](CC1)O)C ((3S,4S)-1-[2-(4-Amino-1-hydroxy-cyclohexyl)-ethyl]-3-methyl-piperidin-4-ol). Yields the product OC1(CCC(CC1)NC(=O)C=1NC2=CC=CC(=C2C1)OCC=1C=NC(=CC1)OC)CCN1C[C@@H]([C@H](CC1)O)C (4-(6-Methoxy-pyridin-3-ylmethoxy)-1H-indole-2-carboxylic acid {4-hydroxy-4-[2-((3S,4S)-4-hydroxy-3-methyl-piperidin-1-yl)-ethyl]-cyclohexyl}-amide). RXN SMILES: [CH3:1][O:2][C:3]1[N:8]=[CH:7][C:6]([CH2:9][O:10][C:11]2[CH:19]=[CH:18][CH:17]=[C:16]3[C:12]=2[CH:13]=[C:14]([C:20]([OH:22])=O)[NH:15]3)=[CH:5][CH:4]=1.[NH2:23][CH:24]1[CH2:29][CH2:28][C:27]([CH2:31][CH2:32][N:33]2[CH2:38][CH2:37][C@H:36]([OH:39])[C@@H:35]([CH3:40])[CH2:34]2)([OH:30])[CH2:26][CH2:25]1>>[OH:30][C:27]1([CH2:31][CH2:32][N:33]2[CH2:38][CH2:37][C@H:36]([OH:39])[C@@H:35]([CH3:40])[CH2:34]2)[CH2:28][CH2:29][CH:24]([NH:23][C:20]([C:14]2[NH:15][C:16]3[C:12]([CH:13]=2)=[C:11]([O:10][CH2:9][C:6]2[CH:7]=[N:8][C:3]([O:2][CH3:1])=[CH:4][CH:5]=2)[CH:19]=[CH:18][CH:17]=3)=[O:22])[CH2:25][CH2:26]1. Procedure details: This compound is synthesized analogously to example 1 from 4-(6-methoxy-pyridin-3-ylmethoxy)-1H-indole-2-carboxylic acid 16e and amine 14.